From a dataset of the Open Reaction Database (ORD), a public repository of structured organic reaction records. describe an organic reaction: reactants, conditions, products, and yield The reactants are ice, C(=O)(OCC)C(CCC1=CC=CC=C1)NC1CN(C2=C(NC1=O)C=CC=C2)C (3-[N-(1-carboethoxy-3-phenylpropyl)amino]-5-methyl-1,3,4,5-tetrahydro-1,5-benzodiazepin-2-one), [OH-].[K+] (potassium hydroxide), BrCC(=O)OC (methyl bromoacetate). Reagents/catalysts: [Br-].C(CCC)[N+](CCCC)(CCCC)CCCC (tetrabutylammonium bromide). Solvent: O1CCCC1 (tetrahydrofuran). Reaction conditions: time 3 hour. Product: C(=O)(OCC)C(CCC1=CC=CC=C1)NC1CN(C2=C(N(C1=O)CC(=O)OC)C=CC=C2)C (3-[N-(1-carboethoxy-3-phenylpropyl)amino]-1-carbomethoxymethyl-5-methyl-1,3,4,5-tetrahydro-1,5-benzo diazepin-2-one). RXN SMILES: [C:1]([CH:6]([NH:15][CH:16]1[C:22](=[O:23])[NH:21][C:20]2[CH:24]=[CH:25][CH:26]=[CH:27][C:19]=2[N:18]([CH3:28])[CH2:17]1)[CH2:7][CH2:8][C:9]1[CH:14]=[CH:13][CH:12]=[CH:11][CH:10]=1)([O:3][CH2:4][CH3:5])=[O:2].[OH-].[K+].Br[CH2:32][C:33]([O:35][CH3:36])=[O:34]>[Br-].C([N+](CCCC)(CCCC)CCCC)CCC.O1CCCC1>[C:1]([CH:6]([NH:15][CH:16]1[C:22](=[O:23])[N:21]([CH2:32][C:33]([O:35][CH3:36])=[O:34])[C:20]2[CH:24]=[CH:25][CH:26]=[CH:27][C:19]=2[N:18]([CH3:28])[CH2:17]1)[CH2:7][CH2:8][C:9]1[CH:10]=[CH:11][CH:12]=[CH:13][CH:14]=1)([O:3][CH2:4][CH3:5])=[O:2] |f:1.2,4.5|. Procedure: An ice cold mixture of 84 mg of 3-[N-(1-carboethoxy-3-phenylpropyl)amino]-5-methyl-1,3,4,5-tetrahydro-1,5-benzodiazepin-2-one, 15 mg of powdered potassium hydroxide and 6.5 mg of tetrabutylammonium bromide in 3 ml of dry tetrahydrofuran is treated with 32 mg of methyl bromoacetate. The reaction is allowed to stir for 3 hr at room temperature. At this time, the solution is filtered and concentrated and the residue dissolved in 20 ml of ethyl acetate. This is washed with 5 ml of water and dried ov... The reactants are O (Water), C(C)(C)(C)OC(=O)N1C(C=C(C=C1)Cl)CCCCC (1-(tert-Butoxycarbonyl)-4-chloro-2-n-pentyl-1,2-dihydropyridine), C(CCC)[Li] (n-butyllithium), IC (iodomethane). Run in CCOCC (ether), C1CCOC1 (THF). Reaction conditions: temperature -42 celsius, time 1 hour. The product is C(C)(C)(C)OC(=O)N1C(C=C(C=C1C)Cl)CCCCC (1-(tert-Butoxycarbonyl)-4-chloro-6-methyl-2-n-pentyl-1,2-dihydropyridine). Yield: 73.5%. As a reaction SMILES: [C:1]([O:5][C:6]([N:8]1[CH:13]=[CH:12][C:11]([Cl:14])=[CH:10][CH:9]1[CH2:15][CH2:16][CH2:17][CH2:18][CH3:19])=[O:7])([CH3:4])([CH3:3])[CH3:2].[CH2:20]([Li])CCC.IC.O>C1COCC1.CCOCC>[C:1]([O:5][C:6]([N:8]1[C:13]([CH3:20])=[CH:12][C:11]([Cl:14])=[CH:10][CH:9]1[CH2:15][CH2:16][CH2:17][CH2:18][CH3:19])=[O:7])([CH3:4])([CH3:3])[CH3:2]. Reported procedure: To a stirred solution of 1-(tert-Butoxycarbonyl)-4-chloro-2-n-pentyl-1,2-dihydropyridine (4.67 g, 16.33 mmol) in 170 ml of THF at −42° C. was added n-butyllithium (7.84 mL, 19.61 mmol) dropwise via syringe. After the mixture had stirred at −42° C. for 1 h, iodomethane (3.1 mL, 48.99 mmol) was added and stirring was continued at −42° C. for 1 h and then at room temperature for 1 h. Water (50 mL) and ether (100 mL) were added, the layers were separated, the aqueous phase was extracted with ether (...